From a dataset of the Open Reaction Database (ORD), a public repository of structured organic reaction records. describe an organic reaction: reactants, conditions, products, and yield Starting materials: N1=CC(=CC=C1)CN1N=CC2=CC(=CC=C12)N (1-(3-Pyridylmethyl)-1H-indazol-5-ylamine), ClC=1C2=C(N=CN1)C=NC(=C2)N(C)C (4-chlor-6-(N,N-dimethylamino)-pyrido[3,4-d]pyrimidine). The product is Cl.CN(N1CC=2C(=NC=NC2C=C1)NC=1C=C2C=NN(C2=CC1)CC=1C=NC=CC1)C (N6,N6-Dimethyl-N4-(1-pyridin-3-ylmethyl-1H-indazol-5-yl)-pyrido[3,4]-pyrimidine-4,6-diamine hydrochloride). Reaction SMILES: [N:1]1[CH:6]=[CH:5][CH:4]=[C:3]([CH2:7][N:8]2[C:16]3[C:11](=[CH:12][C:13]([NH2:17])=[CH:14][CH:15]=3)[CH:10]=[N:9]2)[CH:2]=1.[Cl:18][C:19]1[C:20]2[CH:28]=C(N(C)C)N=[CH:25][C:21]=2[N:22]=[CH:23][N:24]=1>>[ClH:18].[CH3:7][N:8]([CH3:16])[N:9]1[CH:10]=[CH:25][C:21]2[N:22]=[CH:23][N:24]=[C:19]([NH:17][C:13]3[CH:12]=[C:11]4[C:16](=[CH:15][CH:14]=3)[N:8]([CH2:7][C:3]3[CH:2]=[N:1][CH:6]=[CH:5][CH:4]=3)[N:9]=[CH:10]4)[C:20]=2[CH2:28]1 |f:2.3|. Procedure details: Prepared according to Procedure A from 1-(3-Pyridylmethyl)-1H-indazol-5-ylamine and 4-chlor-6-(N,N-dimethylamino)-pyrido[3,4-d]pyrimidine; δH [2H6]DMSO 11.50 (1H,s), 9.90(1H,s), 8.65(1H,d), 8.60(2H,m), 8.25(1H,s), 8.14(1H,s), 7.91(1H,d), 7.75 (2H,m), 7.70(1H,s), 7.50(1H,m), 5.80(2H,s), 3.20(6H,s); m/z (M+1+) 397.